From a dataset of the Open Reaction Database (ORD), a public repository of structured organic reaction records. describe an organic reaction: reactants, conditions, products, and yield Reactants: CO (methanol), C(C1=CC=CC=C1)OC(=O)N1CCC2(CC(N(C2=O)CC#N)=O)CC1 (8-benzyloxycarbonyl-2-cyanomethyl-2,8-diazaspiro[4,5]decane-1,3-dione), CN(C=O)C (dimethylformamide). The reagents and catalysts are [Pd] (palladium). Run at time 5 hour. Product: C(#N)CON1C(C2(CC1=O)CCNCC2)=O (2-Cyanomethyloxy-2,8-diazaspiro[4,5]decane-1,3-dione). As a reaction SMILES: [CH3:1][OH:2].C(OC([N:13]1[CH2:27][CH2:26][C:16]2([C:20](=[O:21])[N:19](CC#N)[C:18](=[O:25])[CH2:17]2)[CH2:15][CH2:14]1)=O)C1C=CC=CC=1.C[N:29]([CH3:32])C=O>[Pd]>[C:32]([CH2:1][O:2][N:19]1[C:18](=[O:25])[CH2:17][C:16]2([CH2:15][CH2:14][NH:13][CH2:27][CH2:26]2)[C:20]1=[O:21])#[N:29]. Reported procedure: In a mixture solvent consisting of methanol (10 ml) and dimethylformamide (10 ml) was dissolved 8-benzyloxycarbonyl-2-cyanomethyl-2,8-diazaspiro[4,5]decane-1,3-dione (0.6 g). The solution was subjected to catalytic hydrogenation for 5 hours at room temperature and under atmospheric pressure, using palladium as the catalyst. The catalyst was removed, and the solvent was evaporated off, then, the residual solid was recrystallized from ethanol to obtain 0.38 g of a coloress solid, m.p. 273° to 278°... Starting materials: OC(C(C)C)(C=1N=CN(C1)C(C1=CC=CC=C1)(C1=CC=CC=C1)C1=CC=CC=C1)C=1C=C2C=CC(=CC2=CC1)C(=O)OC (methyl 6-(1-hydroxy-2-methyl-1-(1-trityl-1H-imidazol-4-yl)propyl)-2-naphthoate), OC(C(C)C)(C=1N=CN(C1)C(C1=CC=CC=C1)(C1=CC=CC=C1)C1=CC=CC=C1)C=1C=C2C=CC(=CC2=CC1)C(=O)O (6-(1-hydroxy-2-methyl-1-(1-trityl-1H-imidazol-4-yl)propyl)-2-naphthoic acid), C(O)CN (ethanolamine). Procedure: In a manner to that described in Example 9-(i), methyl 6-(1-hydroxy-2-methyl-1-(1-trityl-1H-imidazol-4-yl)propyl)-2-naphthoate (2.0 g) was converted to 6-(1-hydroxy-2-methyl-1-(1-trityl-1H-imidazol-4-yl)propyl)-2-naphthoic acid, which was reacted with ethanolamine (0.26 mL) in a similar manner as described in Example 24-(i) to give the titled compound (1.74 g) as a colorless powder. The product is OCCNC(=O)C1=CC2=CC=C(C=C2C=C1)C(C(C)C)(C=1N=CNC1)O (N-(2-Hydroxyethyl)-6-[1-hydroxy-1-(1H-imidazol-4-yl)-2-methylpropyl)-2-naphthamide). RXN SMILES: [OH:1][C:2]([C:30]1[CH:31]=[C:32]2[C:37](=[CH:38][CH:39]=1)[CH:36]=[C:35]([C:40](OC)=[O:41])[CH:34]=[CH:33]2)([C:6]1[N:7]=[CH:8][N:9](C(C2C=CC=CC=2)(C2C=CC=CC=2)C2C=CC=CC=2)[CH:10]=1)[CH:3]([CH3:5])[CH3:4].OC(C1C=C2C(=CC=1)C=C(C(O)=O)C=C2)(C1N=CN(C(C2C=CC=CC=2)(C2C=CC=CC=2)C2C=CC=CC=2)C=1)C(C)C.[CH2:86]([CH2:88][NH2:89])[OH:87]>>[OH:87][CH2:86][CH2:88][NH:89][C:40]([C:35]1[CH:34]=[CH:33][C:32]2[C:37](=[CH:38][CH:39]=[C:30]([C:2]([OH:1])([C:6]3[N:7]=[CH:8][NH:9][CH:10]=3)[CH:3]([CH3:5])[CH3:4])[CH:31]=2)[CH:36]=1)=[O:41]. The reactants are CN[C@@H]1CC[C@H](CC1)CCCCCOS(=O)(=O)C (trans-Methansulfonic acid 5-(4-methyl amino-cyclohexyl)-pentyl ester), C(C)NCC (diethylamine), FC(C(=O)O)(F)F (trifluoroacetic acid), FC(C1=CC=C(C=C1)S(=O)(=O)Cl)(F)F (4-trifluoromethyl-phenyl sulfonylchloride). Product: C(C)N(CCCCC[C@@H]1CC[C@H](CC1)N(S(=O)(=O)C1=CC=C(C=C1)C(F)(F)F)C)CC (trans N-[4-(5-Diethylamino-pentyl)-cyclohexyl]-N-methyl-4-trifluoromethyl-benzenesulfonamide). RXN SMILES: [CH3:1][NH:2][C@H:3]1[CH2:8][CH2:7][C@H:6]([CH2:9][CH2:10][CH2:11][CH2:12][CH2:13]OS(C)(=O)=O)[CH2:5][CH2:4]1.FC(F)(F)C(O)=O.[F:26][C:27]([F:39])([F:38])[C:28]1[CH:33]=[CH:32][C:31]([S:34](Cl)(=[O:36])=[O:35])=[CH:30][CH:29]=1.[CH2:40]([NH:42][CH2:43][CH3:44])[CH3:41]>>[CH2:40]([N:42]([CH2:43][CH3:44])[CH2:13][CH2:12][CH2:11][CH2:10][CH2:9][C@H:6]1[CH2:5][CH2:4][C@H:3]([N:2]([CH3:1])[S:34]([C:31]2[CH:32]=[CH:33][C:28]([C:27]([F:39])([F:38])[F:26])=[CH:29][CH:30]=2)(=[O:36])=[O:35])[CH2:8][CH2:7]1)[CH3:41]. Procedure details: In analogy to examples 29.10 and 29.11, trans-Methansulfonic acid 5-(4-methyl amino-cyclohexyl)-pentyl ester.trifluoroacetic acid salt and 4-trifluoromethyl-phenyl sulfonylchloride were reacted, followed by treatment with diethylamine to give trans N-[4-(5-Diethylamino-pentyl)-cyclohexyl]-N-methyl-4-trifluoromethyl-benzenesulfonamide. MS: 463 (MH+). As a reaction SMILES: [CH3:23][S:24]([CH3:25])=[O:26].[CH3:3][CH:4]([C:5](=[O:6])[O:7][CH2:8][CH3:9])[C:10](=[O:11])[O:12][CH2:13][CH3:14].[Cl:15][CH2:16][CH2:17][CH2:18][CH:19]([CH2:20][CH3:21])[CH3:22].[H-:2].[Na+:1]>>[CH3:3][C:4]([C:5](=[O:6])[O:7][CH2:8][CH3:9])([C:10](=[O:11])[O:12][CH2:13][CH3:14])[CH2:16][CH2:17][CH2:18][CH:19]([CH2:20][CH3:21])[CH3:22]. The product is CCOC(=O)C(C)(CCCC(C)CC)C(=O)OCC. Reactants: CS(C)=O, CCOC(=O)C(C)C(=O)OCC, CCC(C)CCCCl, [H-], [Na+]. Starting materials: [OH-].[Na+] (sodium hydroxide), OC1=CC=C(CN2C=C(C(=C2)C2=CC=CC=C2)CCC(=O)OCC)C=C1 (ethyl 3-[1-(4-hydroxybenzyl)-4-phenyl-3-pyrrolyl]propionate), Cl.N1=CC=C(C=C1)CCl (4-picolyl chloride hydrochloride), C([O-])([O-])=O.[K+].[K+] (potassium carbonate). Solvent: C(C)O (ethanol), O1CCCC1 (tetrahydrofuran), CN(C=O)C (N,N-dimethylformamide), O (water). Conditions: time 8 hour. Yields the product C1(=CC=CC=C1)C=1C(=CN(C1)CC1=CC=C(C=C1)OCC1=CC=NC=C1)CCC(=O)O (3-[4-phenyl-1-[4-(4-pyridylmethoxy)benzyl]-3-pyrrolyl]propionic acid). Isolated yield 75.5%. RXN SMILES: [OH:1][C:2]1[CH:26]=[CH:25][C:5]([CH2:6][N:7]2[CH:11]=[C:10]([C:12]3[CH:17]=[CH:16][CH:15]=[CH:14][CH:13]=3)[C:9]([CH2:18][CH2:19][C:20]([O:22]CC)=[O:21])=[CH:8]2)=[CH:4][CH:3]=1.Cl.[N:28]1[CH:33]=[CH:32][C:31]([CH2:34]Cl)=[CH:30][CH:29]=1.C(=O)([O-])[O-].[K+].[K+].[OH-].[Na+]>C(O)C.O1CCCC1.O.CN(C)C=O>[C:12]1([C:10]2[C:9]([CH2:18][CH2:19][C:20]([OH:22])=[O:21])=[CH:8][N:7]([CH2:6][C:5]3[CH:4]=[CH:3][C:2]([O:1][CH2:34][C:31]4[CH:32]=[CH:33][N:28]=[CH:29][CH:30]=4)=[CH:26][CH:25]=3)[CH:11]=2)[CH:13]=[CH:14][CH:15]=[CH:16][CH:17]=1 |f:1.2,3.4.5,6.7|. Procedure: A mixture of ethyl 3-[1-(4-hydroxybenzyl)-4-phenyl-3-pyrrolyl]propionate (1.10 g), 4-picolyl chloride hydrochloride (0.60 g), potassium carbonate (0.88 g) and N,N-dimethylformamide (15 ml) was stirred at room temperature overnight. The reaction mixture was poured into water, which was extracted with ethyl acetate. The ethyl acetate layer was washed with saturated aqueous sodium chloride solution, dried (MgSO4), and then concentrated. The residue was subjected to silica gel column chromatography,... The reactants are C(C)(C)(C)OC(NC1=C(C=C(C(=C1)OCC(F)(F)F)C(F)(F)F)N)=O ([2-amino-5-(2,2,2-trifluoro-ethoxy)-4-trifluoromethyl-phenyl]-carbamic acid tert.-butyl ester), C(C)(C)(C)OC(CC(=O)C1=CC(=NC=C1)C#N)=O (3-(2-cyano-pyridin-4-yl)-3-oxo-propionic acid tert.-butyl ester). Product: C(C)(C)(C)OC(NC1=C(C=C(C(=C1)OCC(F)(F)F)C(F)(F)F)NC(CC(=O)C1=CC(=NC=C1)C#N)=O)=O ([2-[3-(2-Cyano-pyridin-4-yl)-3-oxo-propionylamino]-5-(2,2.2-trifluoro-ethoxy)-4-trifluoromethyl-phenyl]-carbamic acid tert.-butyl ester), solid. RXN SMILES: [C:1]([O:5][C:6](=[O:25])[NH:7][C:8]1[CH:13]=[C:12]([O:14][CH2:15][C:16]([F:19])([F:18])[F:17])[C:11]([C:20]([F:23])([F:22])[F:21])=[CH:10][C:9]=1[NH2:24])([CH3:4])([CH3:3])[CH3:2].C([O:30][C:31](=O)[CH2:32][C:33]([C:35]1[CH:40]=[CH:39][N:38]=[C:37]([C:41]#[N:42])[CH:36]=1)=[O:34])(C)(C)C>>[C:1]([O:5][C:6](=[O:25])[NH:7][C:8]1[CH:13]=[C:12]([O:14][CH2:15][C:16]([F:18])([F:17])[F:19])[C:11]([C:20]([F:22])([F:23])[F:21])=[CH:10][C:9]=1[NH:24][C:31](=[O:30])[CH2:32][C:33]([C:35]1[CH:40]=[CH:39][N:38]=[C:37]([C:41]#[N:42])[CH:36]=1)=[O:34])([CH3:4])([CH3:2])[CH3:3]. Procedure: The title compound was prepared from [2-amino-5-(2,2,2-trifluoro-ethoxy)-4-trifluoromethyl-phenyl]-carbamic acid tert.-butyl ester (Example J21) and 3-(2-cyano-pyridin-4-yl)-3-oxo-propionic acid tert.-butyl ester (Example K3) according to the general procedure M. Obtained as a light brown solid (262 mg). Reactants: C(C)OC(=O)C=1N(N=CC1NC(=O)C1=NC(=CN=C1NC=1C=NC=NC1)C1CC1)C (4-{[6-cyclopropyl-3-(pyrimidin-5-ylamino)-pyrazine-2-carbonyl]-amino}-2-methyl-2H-pyrazole-3-carboxylic acid ethyl ester), Cl (HCl), [OH-].[Na+] (NaOH). The solvent is C(C)O (ethanol), O (water). Conditions: temperature 85 celsius, time 1 hour. Product: C1(CC1)C1=CN=C(C(=N1)C(=O)NC1=C(N(N=C1)C)C(=O)O)NC=1C=NC=NC1 (4-{[6-Cyclopropyl-3-(pyrimidin-5-ylamino)-pyrazine-2-carbonyl]-amino}-2-methyl-2H-pyrazole-3-carboxylic acid). The yield is 94.9%. Reaction SMILES: C([O:3][C:4]([C:6]1[N:7]([CH3:30])[N:8]=[CH:9][C:10]=1[NH:11][C:12]([C:14]1[C:19]([NH:20][C:21]2[CH:22]=[N:23][CH:24]=[N:25][CH:26]=2)=[N:18][CH:17]=[C:16]([CH:27]2[CH2:29][CH2:28]2)[N:15]=1)=[O:13])=[O:5])C.[OH-].[Na+].Cl>C(O)C.O>[CH:27]1([C:16]2[N:15]=[C:14]([C:12]([NH:11][C:10]3[CH:9]=[N:8][N:7]([CH3:30])[C:6]=3[C:4]([OH:5])=[O:3])=[O:13])[C:19]([NH:20][C:21]3[CH:26]=[N:25][CH:24]=[N:23][CH:22]=3)=[N:18][CH:17]=2)[CH2:29][CH2:28]1 |f:1.2|. Procedure: To a suspension of 4-{[6-cyclopropyl-3-(pyrimidin-5-ylamino)-pyrazine-2-carbonyl]-amino}-2-methyl-2H-pyrazole-3-carboxylic acid ethyl ester (1.13 g, 2.77 mmol) in ethanol (15 ml) and water (12 ml) was added 1N NaOH (3.32 ml) at r.t. under argon atmosphere. The yellow suspension was stirred at 85° C. for 1 h. After cooling down to r.t., the mixture was treated with 1M HCl (3.3 ml) and stirred for 30 min. The product was collected by filtration, washed with water and EtOH, and dried to yield a lig... Reactants: CC1=NC2=C(C=CC=C2C(=N1)O)Br (2-methyl-4-hydroxy-8-bromo-quinazoline), CN(C1=CC=CC=C1)C (dimethylaniline), P(=O)(Cl)(Cl)Cl (phosphorus oxychloride). The solvent is C1=CC=CC=C1 (benzene), C1=CC=CC=C1 (benzene). Reaction conditions: temperature 80 celsius. Yields the product CC1=NC2=C(C=CC=C2C(=N1)Cl)Br (2-methyl-4-chloro-8-bromo-quinazoline), solid. Yield: 80.0%. As a reaction SMILES: [CH3:1][C:2]1[N:11]=[C:10](O)[C:9]2[C:4](=[C:5]([Br:13])[CH:6]=[CH:7][CH:8]=2)[N:3]=1.CN(C)C1C=CC=CC=1.P(Cl)(Cl)([Cl:25])=O>C1C=CC=CC=1>[CH3:1][C:2]1[N:11]=[C:10]([Cl:25])[C:9]2[C:4](=[C:5]([Br:13])[CH:6]=[CH:7][CH:8]=2)[N:3]=1. Procedure details: Part C: To a suspension of 14.2 g (59.5 mmol) of 2-methyl-4-hydroxy-8-bromo-quinazoline in 300 ml of benzene, 16 ml (120 mmol) of dimethylaniline and 6 ml (64 mmol) of phosphorus oxychloride were added under nitrogen. The light yellow solution resulting after heating to 80° C. while stirring was further heated at 80° C. for 3 hours. After cooling to room temperature 500 ml of benzene were added. The solution was extracted three times with 300 ml of 20% NaOH/water and 200 ml of water. The organic...